describe an organic reaction: reactants, conditions, products, and yield From a dataset of the Open Reaction Database (ORD), a public repository of structured organic reaction records. Starting materials: ClCCl, CC(C)NC1(C#N)CN(C(c2ccccc2)c2ccccc2)C1, O=S(=O)(O)O. Product: CC(C)NC1(C(N)=O)CN(C(c2ccccc2)c2ccccc2)C1. RXN SMILES: [CH2:29]([Cl:30])[Cl:31].[CH:1]([c:2]1[cH:3][cH:4][cH:5][cH:6][cH:7]1)([c:8]1[cH:9][cH:10][cH:11][cH:12][cH:13]1)[N:14]1[CH2:15][C:16]([C:18]#[N:19])([NH:20][CH:21]([CH3:22])[CH3:23])[CH2:17]1.[S:24]([OH:25])(=[O:26])(=[O:27])[OH:28]>>[CH:1]([c:2]1[cH:3][cH:4][cH:5][cH:6][cH:7]1)([c:8]1[cH:9][cH:10][cH:11][cH:12][cH:13]1)[N:14]1[CH2:15][C:16]([C:18]([NH2:19])=[O:25])([NH:20][CH:21]([CH3:22])[CH3:23])[CH2:17]1. The reactants are COc1ccc(S(=O)(=O)N(Cc2ccc(C(=O)NCCC(CCNC(C)(C)C(C)=NO)CCNC(C)(C)C(C)=NO)cc2)C(C(=O)OC(C)(C)C)C(C)C)cc1, ClCCl, Cl. The product is COc1ccc(S(=O)(=O)N(Cc2ccc(C(=O)NCCC(CCNC(C)(C)C(C)=NO)CCNC(C)(C)C(C)=NO)cc2)C(C(=O)O)C(C)C)cc1. As a reaction SMILES: [C:1]([CH3:2])([CH3:3])([CH3:4])[O:5][C:6]([CH:7]([CH:8]([CH3:9])[CH3:10])[N:11]([S:12](=[O:13])(=[O:14])[c:15]1[cH:16][cH:17][c:18]([O:21][CH3:22])[cH:19][cH:20]1)[CH2:23][c:24]1[cH:25][cH:26][c:27]([C:30]([NH:31][CH2:32][CH2:33][CH:34]([CH2:35][CH2:36][NH:37][C:38]([C:39]([CH3:40])=[N:41][OH:42])([CH3:43])[CH3:44])[CH2:45][CH2:46][NH:47][C:48]([C:49]([CH3:50])=[N:51][OH:52])([CH3:53])[CH3:54])=[O:55])[cH:28][cH:29]1)=[O:56].[Cl:58][CH2:59][Cl:60].[ClH:57]>>[O:5]=[C:6]([CH:7]([CH:8]([CH3:9])[CH3:10])[N:11]([S:12](=[O:13])(=[O:14])[c:15]1[cH:16][cH:17][c:18]([O:21][CH3:22])[cH:19][cH:20]1)[CH2:23][c:24]1[cH:25][cH:26][c:27]([C:30]([NH:31][CH2:32][CH2:33][CH:34]([CH2:35][CH2:36][NH:37][C:38]([C:39]([CH3:40])=[N:41][OH:42])([CH3:43])[CH3:44])[CH2:45][CH2:46][NH:47][C:48]([C:49]([CH3:50])=[N:51][OH:52])([CH3:53])[CH3:54])=[O:55])[cH:28][cH:29]1)[OH:56]. Reactants: C1CCNCC1, CCO, O=C1Cc2cc(C(=O)N3CCCC3)ccc2N1, O=Cc1[nH]cc2c1CCNC2=O. The product is O=C1Nc2ccc(C(=O)N3CCCC3)cc2C1=Cc1[nH]cc2c1CCNC2=O. Reaction SMILES: [CH2:30]1[CH2:31][CH2:32][NH:33][CH2:34][CH2:35]1.[CH3:36][CH2:37][OH:38].[N:1]1([C:6](=[O:7])[c:8]2[cH:9][c:10]3[c:14]([cH:15][cH:16]2)[NH:13][C:12](=[O:17])[CH2:11]3)[CH2:2][CH2:3][CH2:4][CH2:5]1.[O:18]=[C:19]1[NH:20][CH2:21][CH2:22][c:23]2[c:24]1[cH:25][nH:26][c:27]2[CH:28]=[O:29]>>[N:1]1([C:6](=[O:7])[c:8]2[cH:9][c:10]3[c:14]([cH:15][cH:16]2)[NH:13][C:12](=[O:17])[C:11]3=[CH:28][c:27]2[c:23]3[c:24]([cH:25][nH:26]2)[C:19](=[O:18])[NH:20][CH2:21][CH2:22]3)[CH2:2][CH2:3][CH2:4][CH2:5]1. Starting materials: C1(CC1)C=1C(=NC=C(C1)C1CC1)N1CCN(CC1)C(=O)C1=CC=C(C=C1)I ([4-(3,5-dicyclopropylpyridin-2-yl)piperazin-1-yl](4-iodophenyl)methanone), C(C)OC(N)=O (carbamic acid ethyl ester). The product is C(C)OC(NC1=CC=C(C=C1)C(=O)N1CCN(CC1)C1=NC=C(C=C1C1CC1)C1CC1)=O ({4-[4-(3,5-dicyclopropylpyridin-2-yl)piperazine-1-carbonyl]phenyl}carbamic acid ethyl ester). Isolated yield 48.1%. Reaction SMILES: [CH:1]1([C:4]2[C:5]([N:13]3[CH2:18][CH2:17][N:16]([C:19]([C:21]4[CH:26]=[CH:25][C:24](I)=[CH:23][CH:22]=4)=[O:20])[CH2:15][CH2:14]3)=[N:6][CH:7]=[C:8]([CH:10]3[CH2:12][CH2:11]3)[CH:9]=2)[CH2:3][CH2:2]1.[CH2:28]([O:30][C:31](=[O:33])[NH2:32])[CH3:29]>>[CH2:28]([O:30][C:31](=[O:33])[NH:32][C:24]1[CH:25]=[CH:26][C:21]([C:19]([N:16]2[CH2:15][CH2:14][N:13]([C:5]3[C:4]([CH:1]4[CH2:3][CH2:2]4)=[CH:9][C:8]([CH:10]4[CH2:11][CH2:12]4)=[CH:7][N:6]=3)[CH2:18][CH2:17]2)=[O:20])=[CH:22][CH:23]=1)[CH3:29]. Reported procedure: Using [4-(3,5-dicyclopropylpyridin-2-yl)piperazin-1-yl](4-iodophenyl)methanone (473 mg) described in Preparation Example 186 and carbamic acid ethyl ester (137 mg) and by the reaction and treatment in the same manner as in Example 262, the title compound (209 mg) was obtained. The reactants are C(C)(C)(C)OC(=O)N1CCC=2C(=NNC2CC1)C1=CC=C(C=C1)Cl (3-(4-chloro-phenyl)-4,5,7,8-tetrahydro-1H-1,2,6-triaza-azulene-6-carboxylic acid tert-butyl ester), CC1=CC=C(CCl)C=C1 (4-methylbenzyl chloride), C(C)(C)(C)OC(=O)N1CCC2=C(N(N=C2CC1)CC1=CC=C(C=C1)C)C1=CC=C(C=C1)Cl (3-(4-chloro-phenyl)-2-(4-methyl-benzyl)-4,5,7,8-tetrahydro-2H-1,2,6-triaza-azulene-6-carboxylic acid tert-butyl ester). The product is ClC1=CC=C(C=C1)C1=NN(C=2CCNCCC12)CC1=CC=C(C=C1)C (3-(4-Chloro-phenyl)-1-(4-methyl-benzyl)-1,4,5,6,7,8-hexahydro-1,2,6-triaza-azulene). Isolated yield 1.7%. RXN SMILES: C(OC([N:8]1[CH2:17][CH2:16][C:15]2[NH:14][N:13]=[C:12]([C:18]3[CH:23]=[CH:22][C:21]([Cl:24])=[CH:20][CH:19]=3)[C:11]=2[CH2:10][CH2:9]1)=O)(C)(C)C.[CH3:25][C:26]1[CH:33]=[CH:32][C:29]([CH2:30]Cl)=[CH:28][CH:27]=1.C(OC(N1CCC2C(=C(C3C=CC(Cl)=CC=3)N(CC3C=CC(C)=CC=3)N=2)CC1)=O)(C)(C)C>>[Cl:24][C:21]1[CH:20]=[CH:19][C:18]([C:12]2[C:11]3[CH2:10][CH2:9][NH:8][CH2:17][CH2:16][C:15]=3[N:14]([CH2:25][C:26]3[CH:33]=[CH:32][C:29]([CH3:30])=[CH:28][CH:27]=3)[N:13]=2)=[CH:23][CH:22]=1. Procedure: The title compound (0.013 g) was prepared from 3-(4-chloro-phenyl)-4,5,7,8-tetrahydro-1H-1,2,6-triaza-azulene-6-carboxylic acid tert-butyl ester (Example 59, Step C, 0.74 g) using 4-methylbenzyl chloride (0.45 g) in place of benzyl chloride. The reaction sequence also yielded 3-(4-chloro-phenyl)-2-(4-methyl-benzyl)-4,5,7,8-tetrahydro-2H-1,2,6-triaza-azulene-6-carboxylic acid tert-butyl ester in the alkylation step. MS (ESI): exact mass calculated for C21H22ClN3, 351.15. found, m/z 352.2 [M+H]+. ... Starting materials: O=C1COCC(=O)O1, NCCCCCCN1CCC(C(c2ccccc2)c2ccccc2)CC1, ClCCl, O. Product: O=C(O)COCC(=O)NCCCCCCN1CCC(C(c2ccccc2)c2ccccc2)CC1. As a reaction SMILES: [C:27]1(=[O:34])[CH2:28][O:29][CH2:30][C:31](=[O:32])[O:33]1.[CH:1]([c:2]1[cH:3][cH:4][cH:5][cH:6][cH:7]1)([c:8]1[cH:9][cH:10][cH:11][cH:12][cH:13]1)[CH:14]1[CH2:15][CH2:16][N:17]([CH2:20][CH2:21][CH2:22][CH2:23][CH2:24][CH2:25][NH2:26])[CH2:18][CH2:19]1.[Cl:36][CH2:37][Cl:38].[OH2:35]>>[CH:1]([c:2]1[cH:3][cH:4][cH:5][cH:6][cH:7]1)([c:8]1[cH:9][cH:10][cH:11][cH:12][cH:13]1)[CH:14]1[CH2:15][CH2:16][N:17]([CH2:20][CH2:21][CH2:22][CH2:23][CH2:24][CH2:25][NH:26][C:31]([CH2:30][O:29][CH2:28][C:27](=[O:33])[OH:34])=[O:32])[CH2:18][CH2:19]1.